From a dataset of the Open Reaction Database (ORD), a public repository of structured organic reaction records. describe an organic reaction: reactants, conditions, products, and yield Yields the product CC1(OCCO1)C1=CC=C(C=C1)CON=CC=1C(=NN(C1OC1=CC=CC=C1)C)C (2-Methyl-2-[4-{(1,3-dimethyl-5-phenoxypyrazol-4-yl)methyleneaminoxymethyl}phenyl]-1,3-dioxolane). RXN SMILES: [CH3:1][N:2]1[C:6]([O:7][C:8]2[CH:13]=[CH:12][CH:11]=[CH:10][CH:9]=2)=[C:5]([CH:14]=[N:15][OH:16])[C:4]([CH3:17])=[N:3]1.[H-].[Na+].Br[CH2:21][C:22]1[CH:27]=[CH:26][C:25]([C:28]2([CH3:33])[O:32][CH2:31][CH2:30][O:29]2)=[CH:24][CH:23]=1.O>O1CCOCC1>[CH3:33][C:28]1([C:25]2[CH:26]=[CH:27][C:22]([CH2:21][O:16][N:15]=[CH:14][C:5]3[C:4]([CH3:17])=[N:3][N:2]([CH3:1])[C:6]=3[O:7][C:8]3[CH:13]=[CH:12][CH:11]=[CH:10][CH:9]=3)=[CH:23][CH:24]=2)[O:29][CH2:30][CH2:31][O:32]1 |f:1.2|. Yield: 74.2%. Solvent: O1CCOCC1 (dioxane). Procedure: 1.0 Gram (0.0043 mole) of 1,3-dimethyl-5-phenoxypyrazole-4-carbaldehyde oxime was dissolved in 20 ml of dioxane, and 0.14 g (0.0058 mole) of sodium hydride was added. Thereafter, 1.1 g (0.0043 mole) of 2-(4-bromomethylphenyl)-2-methyl-1,3-dioxolane was added to this solution which was then heated under reflux for 3 hours. After completion of the reaction, the reaction solution was poured into 200 ml of cold water and extracted with ethyl acetate. The ethyl acetate extract was washed with water a... Reactants: O (water), CN1N=C(C(=C1OC1=CC=CC=C1)C=NO)C (1,3-dimethyl-5-phenoxypyrazole-4-carbaldehyde oxime), BrCC1=CC=C(C=C1)C1(OCCO1)C (2-(4-bromomethylphenyl)-2-methyl-1,3-dioxolane), [H-].[Na+] (sodium hydride). Reactants: FC(C1=NN(C=2C(CCC(C12)(F)F)(F)F)CC(=O)N[C@@H](CC1=CC(=CC(=C1)F)F)C1=NC(=NC=C1C=1C=CC(=C(C(=O)N)C1)F)N1CCC2(OCCO2)CC1)F ((S)-5-(4-(1-(2-(3-(difluoromethyl)-4,4,7,7-tetrafluoro-4,5,6,7-tetrahydro-1H-indazol-1-yl)acetamido)-2-(3,5-difluorophenyl)ethyl)-2-(1,4-dioxa-8-azaspiro[4.5]decan-8-yl)pyrimidin-5-yl)-2-fluorobenzamide), Cl (HCl). Solvent: C1CCOC1 (THF). Run at time 16 hour. Yields the product FC(C1=NN(C=2C(CCC(C12)(F)F)(F)F)CC(=O)N[C@@H](CC1=CC(=CC(=C1)F)F)C1=NC(=NC=C1C=1C=CC(=C(C(=O)N)C1)F)N1CCC(CC1)=O)F ((S)-5-(4-(1-(2-(3-(difluoromethyl)-4,4,7,7-tetrafluoro-4,5,6,7-tetrahydro-1H-indazol-1-yl)acetamido)-2-(3,5-difluorophenyl)ethyl)-2-(4-oxopiperidin-1-yl)pyrimidin-5-yl)-2-fluorobenzamide). RXN SMILES: [F:1][CH:2]([F:56])[C:3]1[C:11]2[C:10]([F:13])([F:12])[CH2:9][CH2:8][C:7]([F:15])([F:14])[C:6]=2[N:5]([CH2:16][C:17]([NH:19][C@H:20]([C:30]2[C:35]([C:36]3[CH:37]=[CH:38][C:39]([F:45])=[C:40]([CH:44]=3)[C:41]([NH2:43])=[O:42])=[CH:34][N:33]=[C:32]([N:46]3[CH2:55][CH2:54][C:49]4(OCC[O:50]4)[CH2:48][CH2:47]3)[N:31]=2)[CH2:21][C:22]2[CH:27]=[C:26]([F:28])[CH:25]=[C:24]([F:29])[CH:23]=2)=[O:18])[N:4]=1.Cl>C1COCC1>[F:56][CH:2]([F:1])[C:3]1[C:11]2[C:10]([F:12])([F:13])[CH2:9][CH2:8][C:7]([F:14])([F:15])[C:6]=2[N:5]([CH2:16][C:17]([NH:19][C@H:20]([C:30]2[C:35]([C:36]3[CH:37]=[CH:38][C:39]([F:45])=[C:40]([CH:44]=3)[C:41]([NH2:43])=[O:42])=[CH:34][N:33]=[C:32]([N:46]3[CH2:47][CH2:48][C:49](=[O:50])[CH2:54][CH2:55]3)[N:31]=2)[CH2:21][C:22]2[CH:27]=[C:26]([F:28])[CH:25]=[C:24]([F:29])[CH:23]=2)=[O:18])[N:4]=1. Procedure: Compound 19B (40 mg, 0.05 mmol) was dissolved in 2 mL of THF and to it was added 1 mL of 6N HCl. The mixtures was stirred at ambient temperature for 16 hours and then extracted with ethyl acetate. The organic layer was separated, washed with brine, dried over MgSO4, filtered and concentrated. The residue was purified by reverse phase HPLC eluting with acetonitrile/water (with 0.1% TFA) to afford the title compound. 1H NMR (400 MHz, CDCl3) δ 8.21 (s, 1H), 7.71 (d, J=5.0 Hz, 1H), 7.46 (s, 1H), 7.3... Reactants: [OH-].[Na+] (sodium hydroxide), O=C1C2=C(N3C([C@H]4N1CC4)=C(N=C3)C(=O)OCC)C=CS2 (ethyl (S)-8-oxo-11,11a-dihydro-8H,10H-azeto[1,2-a]imidazo[5,1-c]thieno[3,2-e][1,4]diazepine-1-carboxylate). The solvent is C(C)O (ethanol), O (water). The product is O=C1C2=C(N3C([C@H]4N1CC4)=C(N=C3)C(=O)O)C=CS2 ((S)-8-oxo-11,11a-dihydro-8H,10H-azeto[1,2-a]imidazo[5,1-c]thieno[3,2-e][1,4]diazepine-1-carboxylic acid). Isolated yield 88.2%. As a reaction SMILES: [OH-].[Na+].[O:3]=[C:4]1[N:10]2[CH2:11][CH2:12][C@H:9]2[C:8]2=[C:13]([C:16]([O:18]CC)=[O:17])[N:14]=[CH:15][N:7]2[C:6]2[CH:21]=[CH:22][S:23][C:5]1=2>C(O)C.O>[O:3]=[C:4]1[N:10]2[CH2:11][CH2:12][C@H:9]2[C:8]2=[C:13]([C:16]([OH:18])=[O:17])[N:14]=[CH:15][N:7]2[C:6]2[CH:21]=[CH:22][S:23][C:5]1=2 |f:0.1|. Procedure details: 13.9 ml (55.6 mmol) of 4N sodium hydroxide solution were added dropwise to a suspension of 13.5 g (44.5 mmol) of ethyl (S)-8-oxo-11,11a-dihydro-8H,10H-azeto[1,2-a]imidazo[5,1-c]thieno[3,2-e][1,4]diazepine-1-carboxylate in 10 ml of ethanol and 16 ml of water. The mixture was heated at reflux for 30 minutes and the ethanol was subsequently distilled off. The aqueous phase was washed twice with methylene chloride and adjusted to pH=3 with 4N hydrochloric acid. The resulting precipitate was filtered...